This data is from the Open Reaction Database (ORD), a public repository of structured organic reaction records. The task is: describe an organic reaction: reactants, conditions, products, and yield Starting materials: Cl.Cl.NCCCN1CCC(CC1)C1=C(C#N)C=CC=C1 (2-[1-(3-amino-propyl)-piperidine-4-yl]-benzonitrile dihydrochloride), 2-[1-(3-amino-propyl)-piperidine-4-yl]-5-fluoro-enzonitnile dihydrochloride, FC=1C=C(C=CC1F)[C@H]1NC(NC(=C1C(=O)O)C)=O ((R)-4-(3,4-difluorophenyl)-6-methyl-2-oxo-1,2,3,4-tetrahydro-pyrimidine-5-carboxylic acid). Yields the product C(#N)C1=C(C=CC=C1)C1CCN(CC1)CCCNC(=O)C=1[C@H](NC(NC1C)=O)C1=CC(=C(C=C1)F)F ((4R)-4-(3,4-Difluorophenyl)-6-methyl-2-oxo-1,2,3,4-tetrahydro-pyrimidine-5-carboxylic acid {3-[4-(2-cyanophenyl)-piperidin-1-yl]-propyl}-amide). Reaction SMILES: Cl.Cl.[NH2:3][CH2:4][CH2:5][CH2:6][N:7]1[CH2:12][CH2:11][CH:10]([C:13]2[CH:20]=[CH:19][CH:18]=[CH:17][C:14]=2[C:15]#[N:16])[CH2:9][CH2:8]1.[F:21][C:22]1[CH:23]=[C:24]([C@@H:29]2[C:34]([C:35](O)=[O:36])=[C:33]([CH3:38])[NH:32][C:31](=[O:39])[NH:30]2)[CH:25]=[CH:26][C:27]=1[F:28]>>[C:15]([C:14]1[CH:17]=[CH:18][CH:19]=[CH:20][C:13]=1[CH:10]1[CH2:9][CH2:8][N:7]([CH2:6][CH2:5][CH2:4][NH:3][C:35]([C:34]2[C@@H:29]([C:24]3[CH:25]=[CH:26][C:27]([F:28])=[C:22]([F:21])[CH:23]=3)[NH:30][C:31](=[O:39])[NH:32][C:33]=2[CH3:38])=[O:36])[CH2:12][CH2:11]1)#[N:16] |f:0.1.2|. Reported procedure: 2-[1-(3-amino-propyl)-piperidine-4-yl]-benzonitrile dihydrochloride as used in place of 2-[1-(3-amino-propyl)-piperidine-4-yl]-5-fluoro-enzonitnile dihydrochloride and (R)-4-(3,4-difluorophenyl)-6-methyl-2-oxo-1,2,3,4-tetrahydro-pyrimidine-5-carboxylic acid was used in place of (4R)-4-(3,4-difluorophenyl)-6-methoxymethyl-2-oxo-1,2,3,4-tetrahydro-pyrimidine-5-carboxylic acid. The reactants are N(CCO)(CCO)CCO (Triethanolamine), C1(\C=C/C(=O)O1)=O (maleic anhydride), C1(\C=C/C(=O)O1)=O (maleic anhydride), O.N(CCO)(CCO)CCO (triethanolamine water). Run in O (water). Reaction conditions: temperature 50 celsius. Product: C(\C=C/C(=O)O)(=O)O.N(CCO)(CCO)CCO (Triethanolamine Maleic Acid). RXN SMILES: N(CCO)(CCO)CC[OH:4].[C:11]1(=[O:17])[O:16][C:14](=[O:15])[CH:13]=[CH:12]1.O.[N:19]([CH2:26][CH2:27][OH:28])([CH2:23][CH2:24][OH:25])[CH2:20][CH2:21][OH:22]>O>[C:11]([OH:16])(=[O:17])/[CH:12]=[CH:13]\[C:14]([OH:4])=[O:15].[N:19]([CH2:26][CH2:27][OH:28])([CH2:23][CH2:24][OH:25])[CH2:20][CH2:21][OH:22] |f:2.3,5.6|. Procedure: Triethanolamine (99% pure, Aldrich) and water as specified in Table 2 was added into a 500 ml beaker for each of the following examples. The beaker was heated to 50° C. on a hot plate with magnetic agitation. A preweighed amount of maleic anhydride briquett (100%, Huntsman) was then added to the triethanolamine water solution. After all the maleic anhydride was dissolved, the mixture was cooled and was ready for further blending. The reactants are Cl (hydrochloric acid), FC1=C(C=C(C(=C1)Cl)OC1CCCC1)N1C(C2=CC(C1=O)CCC2)=O (N-(2-Fluoro-4-chloro-5-cyclopentyloxyphenyl)-3,4,5,6-tetrahydroisophthalimide), ClC1=CC=C(C=C1)C(CC)(C)N (1-(4-chlorophenyl)-1-methylpropylamine), CN1CCOCC1 (N-methylmorpholine). The solvent is C1=CC=CC=C1 (benzene). Reaction conditions: time 8 hour. The product is FC1=C(C=C(C(=C1)Cl)OC1CCCC1)NC(C1=C(C(=O)NC(CC)(C)C2=CC=C(C=C2)Cl)CCCC1)=O (N-(2-fluoro-4-chloro-5-cyclopentyloxyphenyl)-N'-(1-(4-chlorophenyl)-1-methylpropyl}-3,4,5,6-tetrahydrophthalamide). The yield is 39.6%. As a reaction SMILES: [F:1][C:2]1[CH:7]=[C:6]([Cl:8])[C:5]([O:9][CH:10]2[CH2:14][CH2:13][CH2:12][CH2:11]2)=[CH:4][C:3]=1[N:15]1[C:20](=[O:21])C2CCCC(=C2)C1=O.[Cl:26][C:27]1[CH:32]=[CH:31][C:30]([C:33]([NH2:37])([CH3:36])[CH2:34][CH3:35])=[CH:29][CH:28]=1.CN1[CH2:44][CH2:43][O:42]CC1.Cl>C1C=CC=CC=1>[F:1][C:2]1[CH:7]=[C:6]([Cl:8])[C:5]([O:9][CH:10]2[CH2:14][CH2:13][CH2:12][CH2:11]2)=[CH:4][C:3]=1[NH:15][C:20](=[O:21])[C:6]1[CH2:7][CH2:2][CH2:3][CH2:4][C:44]=1[C:43]([NH:37][C:33]([C:30]1[CH:29]=[CH:28][C:27]([Cl:26])=[CH:32][CH:31]=1)([CH3:36])[CH2:34][CH3:35])=[O:42]. Reported procedure: N-(2-Fluoro-4-chloro-5-cyclopentyloxyphenyl)-3,4,5,6-tetrahydroisophthalimide (1.00 g, 2.75 mmol), 1-(4-chlorophenyl)-1-methylpropylamine (0.760 g, 4.14 mmol), N-methylmorpholine (0.310 g, 3.06 mmol) and benzene (15 ml) as a solvent were placed into a round bottom flask (50 cc) and stirred overnight at room temperature. After completion of the reaction, the reaction mixture was poured into 2N hydrochloric acid (30 ml), and the mixture was extracted with ethyl acetate (30 ml×3 portions). After dr...